This data is from the Open Reaction Database (ORD), a public repository of structured organic reaction records. The task is: describe an organic reaction: reactants, conditions, products, and yield Procedure details: A mixture of 4-(1-methoxytridecyl)-2-trimethylsilylfuran (280 mg, 0.8 mmol) and Rose Bengal (5 mg) in tetrahydrofuran (7 ml) was exposed to singlet oxygen for 5 hours at -78 degrees. The residue, after solvent removal, was flash chromatographed on silica using 60% ethyl ether/petroleum ether. Fractions with Rf of about 0.21 on evaporation afforded the 4-(1-methoxytridecyl)-5-hydroxy-2(5H) -furanone as a colorless prism: mp 53-4 degrees. Yields the product COC(CCCCCCCCCCCC)C1=CC(OC1O)=O (4-(1-methoxytridecyl)-5-hydroxy-2(5H) -furanone). RXN SMILES: CO[CH:3]([C:16]1C=C([Si](C)(C)C)O[CH:20]=1)[CH2:4][CH2:5][CH2:6][CH2:7][CH2:8][CH2:9]CCCCCC.C1C(I)=C(O)C(I)=C2OC3C([C:41]4([O:54][C:52](=[O:53])[C:43]5[C:44](Cl)=[C:45](Cl)[C:46](Cl)=[C:47](Cl)[C:42]4=5)C=12)=CC(I)=C(O)C=3I.[O:58]=O.[O:60]1[CH2:64]CCC1>>[CH3:64][O:60][CH:44]([C:43]1[CH:52]([OH:53])[O:54][C:41](=[O:58])[CH:42]=1)[CH2:45][CH2:46][CH2:47][CH2:9][CH2:8][CH2:7][CH2:6][CH2:5][CH2:4][CH2:3][CH2:16][CH3:20]. Reactants: COC(CCCCCCCCCCCC)C=1C=C(OC1)[Si](C)(C)C (4-(1-methoxytridecyl)-2-trimethylsilylfuran), C1=C2C(=C(C(=C1I)O)I)OC3=C(C(=C(C=C3C24C5=C(C(=C(C(=C5Cl)Cl)Cl)Cl)C(=O)O4)I)O)I (Rose Bengal), O1CCCC1 (tetrahydrofuran), O=O (singlet oxygen). Reactants: C(C1=CC=CC=C1)[C@H]1N(CC[C@@H](C1)N(C(C(F)(F)F)=O)CC1=CC=NC2=CC=CC=C12)C(=O)C1=NC2=CC=CC=C2C=C1 ((2R*,4S*)-2-benzyl-1-(2-quinolinylcarbonyl)-N-(4-quinolylmethyl)-N-trifluoroacetyl-4-piperidinamine), [BH4-].[Na+] (sodium borohydride). Product: C(C1=CC=CC=C1)[C@H]1N(CC[C@@H](C1)NCC1=CC=NC2=CC=CC=C12)C(=O)C1=NC2=CC=CC=C2C=C1 ((2R*,4S*)-2-benzyl-1-(2-quinolinylcarbonyl)-N-(4-quinolylmethyl)-4-piperidinamine). As a reaction SMILES: [CH2:1]([C@@H:8]1[CH2:13][C@@H:12]([N:14]([CH2:21][C:22]2[C:31]3[C:26](=[CH:27][CH:28]=[CH:29][CH:30]=3)[N:25]=[CH:24][CH:23]=2)C(=O)C(F)(F)F)[CH2:11][CH2:10][N:9]1[C:32]([C:34]1[CH:43]=[CH:42][C:41]2[C:36](=[CH:37][CH:38]=[CH:39][CH:40]=2)[N:35]=1)=[O:33])[C:2]1[CH:7]=[CH:6][CH:5]=[CH:4][CH:3]=1.[BH4-].[Na+]>>[CH2:1]([C@@H:8]1[CH2:13][C@@H:12]([NH:14][CH2:21][C:22]2[C:31]3[C:26](=[CH:27][CH:28]=[CH:29][CH:30]=3)[N:25]=[CH:24][CH:23]=2)[CH2:11][CH2:10][N:9]1[C:32]([C:34]1[CH:43]=[CH:42][C:41]2[C:36](=[CH:37][CH:38]=[CH:39][CH:40]=2)[N:35]=1)=[O:33])[C:2]1[CH:7]=[CH:6][CH:5]=[CH:4][CH:3]=1 |f:1.2|. Procedure: 155 mg (0.266 mmol) of (2R*,4S*)-2-benzyl-1-(2-quinolinylcarbonyl)-N-(4-quinolylmethyl)-N-trifluoroacetyl-4-piperidinamine are reacted with 40 mg (1.06 mmol) of sodium borohydride in analogy to Example 2. The title compound ##STR34## is obtained as white foam. TLC: methylene chloride/methanol/conc. ammonia (700:50:1) Rf =0.42, D-MS: M+ =486. RXN SMILES: [H-].[Na+].[NH:3]1[CH:7]=[N:6][CH:5]=[N:4]1.[CH2:8]([Si:11]([C:22]1[CH:27]=[CH:26][C:25]([F:28])=[CH:24][CH:23]=1)([C:15]1[CH:20]=[CH:19][C:18]([F:21])=[CH:17][CH:16]=1)[CH:12](Cl)[CH3:13])[CH:9]=[CH2:10].C([Si](C1C=CC(F)=CC=1)(C1C=CC(F)=CC=1)CCCl)C=C>CN(C)C=O.O.ClCCl.CC(C)=O>[CH2:8]([Si:11]([C:15]1[CH:16]=[CH:17][C:18]([F:21])=[CH:19][CH:20]=1)([C:22]1[CH:27]=[CH:26][C:25]([F:28])=[CH:24][CH:23]=1)[CH:12]([N:3]1[CH:7]=[N:6][CH:5]=[N:4]1)[CH3:13])[CH:9]=[CH2:10] |f:0.1,7.8|. Conditions: time 1 hour. Run in CN(C=O)C (dimethylformamide), CN(C=O)C (dimethylformamide), ClCCl.CC(=O)C (dichloromethane acetone), O (water). Reported procedure: A mixture of 1.78 g (37 mmol) of 50% sodium hydride, 30 ml of dimethylformamide, and 2.56 g (37 mmol) of 1H-1,2,4-triazole is stirred at 50° for one hour, and a solution of 10 g (33.7 mmol) of a 1:1 mixture of allyl[bis(4-fluorophenyl)]-1-chloroethylsilane and allyl[bis(4-fluorophenyl)]-2-chloroethylsilane in 10 ml of dimethylformamide is added. The mixture is stirred at 50° for 64 hours, cooled, diluted with water, and extracted with ether. The ether extracts are washed with water and brine, dr... Reactants: [H-].[Na+] (sodium hydride), N1N=CN=C1 (1H-1,2,4-triazole), C(C=C)[Si](C(C)Cl)(C1=CC=C(C=C1)F)C1=CC=C(C=C1)F (allyl[bis(4-fluorophenyl)]-1-chloroethylsilane), C(C=C)[Si](CCCl)(C1=CC=C(C=C1)F)C1=CC=C(C=C1)F (allyl[bis(4-fluorophenyl)]-2-chloroethylsilane). Yields the product C(C=C)[Si](C(C)N1N=CN=C1)(C1=CC=C(C=C1)F)C1=CC=C(C=C1)F (Allyl[bis(4-fluorophenyl)][1-(1H-1,2,4-triazol-1-yl)ethyl]silane). Starting materials: O=C([O-])O, N#Cc1ccc(Oc2ccc(CCNCc3ccccc3)cc2)cc1, [Li]C, CCOCC, [Na+], C1CCOC1, O=S(=O)(O)O. Yields the product CC(=O)c1ccc(Oc2ccc(CCNCc3ccccc3)cc2)cc1. Reaction SMILES: [C:33]([OH:34])([O-:35])=[O:36].[CH2:3]([c:4]1[cH:5][cH:6][cH:7][cH:8][cH:9]1)[NH:10][CH2:11][CH2:12][c:13]1[cH:14][cH:15][c:16]([O:17][c:18]2[cH:19][cH:20][c:21]([C:22]#[N:23])[cH:24][cH:25]2)[cH:26][cH:27]1.[CH3:1][Li:2].[CH3:38][CH2:39][O:40][CH2:41][CH3:42].[Na+:37].[O:43]1[CH2:44][CH2:45][CH2:46][CH2:47]1.[S:28](=[O:29])(=[O:30])([OH:31])[OH:32]>>[CH3:1][C:33]([c:21]1[cH:20][cH:19][c:18]([O:17][c:16]2[cH:15][cH:14][c:13]([CH2:12][CH2:11][NH:10][CH2:3][c:4]3[cH:5][cH:6][cH:7][cH:8][cH:9]3)[cH:27][cH:26]2)[cH:25][cH:24]1)=[O:36]. Reactants: FC1=C(C=CC(=C1)F)N(C(=O)C1=CC=2COC=3C=CC(=CC3C2S1)C(=O)O)C (2-((2,4-difluorophenyl)(methyl)carbamoyl)-4H-thieno[3,2-c]chromene-8-carboxylic acid), CN1CCNCC1 (1-methylpiperazine). The product is FC1=C(C=CC(=C1)F)N(C(=O)C1=CC=2COC=3C=CC(=CC3C2S1)CN1CCN(CC1)C)C (N-(2,4-difluorophenyl)-N-methyl-8-((4-methylpiperazin-1-yl)methyl)-4H-thieno[3,2-c]chromene-2-carboxamide). RXN SMILES: [F:1][C:2]1[CH:7]=[C:6]([F:8])[CH:5]=[CH:4][C:3]=1[N:9]([CH3:28])[C:10]([C:12]1[S:24][C:23]2[C:22]3[CH:21]=[C:20]([C:25](O)=O)[CH:19]=[CH:18][C:17]=3[O:16][CH2:15][C:14]=2[CH:13]=1)=[O:11].[CH3:29][N:30]1[CH2:35][CH2:34][NH:33][CH2:32][CH2:31]1>>[F:1][C:2]1[CH:7]=[C:6]([F:8])[CH:5]=[CH:4][C:3]=1[N:9]([CH3:28])[C:10]([C:12]1[S:24][C:23]2[C:22]3[CH:21]=[C:20]([CH2:25][N:33]4[CH2:34][CH2:35][N:30]([CH3:29])[CH2:31][CH2:32]4)[CH:19]=[CH:18][C:17]=3[O:16][CH2:15][C:14]=2[CH:13]=1)=[O:11]. Reported procedure: Following the procedure of Examples 25 and 70 and General Procedure E, 2-((2,4-difluorophenyl)(methyl)carbamoyl)-4H-thieno[3,2-c]chromene-8-carboxylic acid and 1-methylpiperazine were coupled to give 136bp.